This data is from the Open Reaction Database (ORD), a public repository of structured organic reaction records. The task is: describe an organic reaction: reactants, conditions, products, and yield Run at temperature 200 celsius, time 3 hour. Yields the product C(CCCCCCC)(=O)OC(CCCCCCC)=O (octanoic acid anhydride). RXN SMILES: [C:1]([OH:10])(=[O:9])[CH2:2][CH2:3][CH2:4][CH2:5][CH2:6][CH2:7][CH3:8]>CCCCCCC>[C:1]([O:10][C:1](=[O:9])[CH2:2][CH2:3][CH2:4][CH2:5][CH2:6][CH2:7][CH3:8])(=[O:9])[CH2:2][CH2:3][CH2:4][CH2:5][CH2:6][CH2:7][CH3:8]. Reactants: anhydride, C(CCCCCCC)(=O)O (octanoic acid), C(CCCCCCC)(=O)O (octanoic acid), Co(OAc)2.4H2O, anhydride. Solvent: CCCCCCC (heptane), CCCCCCC (heptane). Procedure details: A glass reactor of 500 ml. capacity and equipped with a mechanical stirrer, temperature control means and a Dean-Stark type condenser was employed. To the reactor were charged 43.5 g. (300 millimols) of octanoic acid and 0.74 g. (3 m mols) of Co(OAc)2.4H2O. About 7 ml. of heptane was also added to the reactor and the Dean-Stark tube was filled with heptane. The reaction mixture was stirred vigorously and heated to 200° C. and nitrogen was bubbled through the reaction mixture at the rate of 50 cc... The reactants are C(C)OC(=O)C1(C(C1)C=C)NC(=O)C1N(CC(C1)N)C(NC(C(C)(C)C)C(NC1C(CC2=CC=CC=C12)O)=O)=O (1-({4-Amino-1-[1-(2-hydroxy-indan-1-ylcarbamoyl)-2,2-dimethyl-propylcarbamoyl]-pyrrolidine-2-carbonyl}-amino)-2-vinyl-cyclopropanecarboxylic acid ethyl ester), CCN(C(C)C)C(C)C (DIEA), Cl.C(C1=CN=CC=C1)(=O)Cl (nicotinoyl chloride hydrochloride), C(C(CO)(CO)N)O (trisamine), [Li+].[OH-] (LiOH). Solvent: C(Cl)Cl (DCM), C(C)(=O)O (Acetic acid). Conditions: time 18 hour. Yields the product OC1C(C2=CC=CC=C2C1)NC(=O)C(C(C)(C)C)NC(=O)N1C(CC(C1)NC(=O)C=1C=NC=CC1)C(=O)NC1(C(C1)C=C)C(=O)O (1-({1-[1-(2-Hydroxy-indan-1-ylcarbamoyl)-2,2-dimethyl-propylcarbamoyl]-4-[(pyridine-3-carbonyl)-amino]-pyrrolidine-2-carbonyl}amino)-2-vinyl-cyclopropanecarboxylic acid). Isolated yield 46.9%. As a reaction SMILES: C([O:3][C:4]([C:6]1([NH:11][C:12]([CH:14]2[CH2:18][CH:17]([NH2:19])[CH2:16][N:15]2[C:20](=[O:40])[NH:21][CH:22]([C:27](=[O:39])[NH:28][CH:29]2[C:37]3[C:32](=[CH:33][CH:34]=[CH:35][CH:36]=3)[CH2:31][CH:30]2[OH:38])[C:23]([CH3:26])([CH3:25])[CH3:24])=[O:13])[CH2:8][CH:7]1[CH:9]=[CH2:10])=[O:5])C.CCN(C(C)C)C(C)C.Cl.[C:51](Cl)(=[O:58])[C:52]1[CH:57]=[CH:56][CH:55]=[N:54][CH:53]=1.C(O)C(N)(CO)CO.[Li+].[OH-]>C(Cl)Cl.C(O)(=O)C>[OH:38][CH:30]1[CH2:31][C:32]2[C:37](=[CH:36][CH:35]=[CH:34][CH:33]=2)[CH:29]1[NH:28][C:27]([CH:22]([NH:21][C:20]([N:15]1[CH2:16][CH:17]([NH:19][C:51]([C:52]2[CH:53]=[N:54][CH:55]=[CH:56][CH:57]=2)=[O:58])[CH2:18][CH:14]1[C:12]([NH:11][C:6]1([C:4]([OH:3])=[O:5])[CH2:8][CH:7]1[CH:9]=[CH2:10])=[O:13])=[O:40])[C:23]([CH3:26])([CH3:24])[CH3:25])=[O:39] |f:2.3,5.6|. Reported procedure: To a stirred solution of compound 151 (35 mg, 0.064 mmol) in DCM (1 ml), was added DIEA (0.12 mmol, 19 μl) and nicotinoyl chloride hydrochloride (0.12 mmol, 17 mg).The solution was stirred at RT for 18 h, PS-trisamine was added then stirred at RT for 4 h. After filtration, the solution was washed with citric acid (10% aq) and NaHCO3 (sat, aq), the organic phase was dried over Na2SO4 and concentrated. The residue was dissolved in THF:MeOH (2:1, 1.5 ml). LiOH (1N aq, 3.2 mmol, 320 μl) was added. T... RXN SMILES: C(OC(=O)[NH:7][CH2:8][CH2:9][C:10]([NH:12][CH2:13][CH2:14][C:15]([NH:17][CH2:18][CH2:19][CH2:20][N:21]([C@H:34]1[CH2:58][CH2:57][C@@:56]2([CH3:59])[C:36](=[CH:37][CH2:38][C@@H:39]3[C@@H:55]2[CH2:54][CH2:53][C@@:52]2([CH3:60])[C@H:40]3[CH2:41][CH2:42][C@@H:43]2[C@H:44]([CH3:51])[CH2:45][CH2:46][CH2:47][CH:48]([CH3:50])[CH3:49])[CH2:35]1)[S:22]([C:25]1[CH:30]=[CH:29][CH:28]=[CH:27][C:26]=1[N+:31]([O-:33])=[O:32])(=[O:24])=[O:23])=[O:16])=[O:11])(C)(C)C.F[C:63](F)(F)[C:64]([OH:66])=O.[OH-].[Na+].C1(=O)N(OC(=O)C[CH2:79][CH2:80][CH2:81][CH2:82][NH:83][C:84]2[CH:89]=[CH:88][C:87]([N+:90]([O-:92])=[O:91])=[CH:86][C:85]=2[N+:93]([O-:95])=[O:94])C(=O)CC1.C(N(C(C)C)CC)(C)C.C(N)CN>C(Cl)Cl.CO.C(Cl)Cl>[CH3:50][CH:48]([CH2:47][CH2:46][CH2:45][C@H:44]([C@@H:43]1[C@:52]2([CH3:60])[C@H:40]([C@H:39]3[C@H:55]([CH2:54][CH2:53]2)[C@:56]2([CH3:59])[C:36]([CH2:35][C@@H:34]([N:21]([S:22]([C:25]4[CH:30]=[CH:29][CH:28]=[CH:27][C:26]=4[N+:31]([O-:33])=[O:32])(=[O:23])=[O:24])[CH2:20][CH2:19][CH2:18][NH:17][C:15](=[O:16])[CH2:14][CH2:13][NH:12][C:10](=[O:11])[CH2:9][CH2:8][NH:7][C:64](=[O:66])[CH2:63][CH2:79][CH2:80][CH2:81][CH2:82][NH:83][C:84]4[CH:89]=[CH:88][C:87]([N+:90]([O-:92])=[O:91])=[CH:86][C:85]=4[N+:93]([O-:95])=[O:94])[CH2:58][CH2:57]2)=[CH:37][CH2:38]3)[CH2:41][CH2:42]1)[CH3:51])[CH3:49] |f:2.3,8.9|. Procedure details: tert-butyl 3-({3-[(3-{(3β)-cholest-5-en-3-yl[(2-nitrophenyl)sulfonyl]amino}propyl)amino]-3-oxopropyl}amino)-3-oxopropylcarbamate (18, 52 mg, 0.060 mmol) was treated with trifluoroacetic acid in CH2Cl2 (2:25, 10 mL). After 1 h at 23° C., TLC analysis (MeOH/CH2Cl2, 1:25) revealed conversion to the more polar primary amine. Aqueous NaOH (1 M, 40 mL) was added, the mixture was extracted with CH2Cl2 (2×10 mL), the organic layers were dried over anhydrous Na2SO4, and the solvent was removed in vacuo. ... Yield: 96.0%. The solvent is C(Cl)Cl (CH2Cl2), CO.C(Cl)Cl (MeOH CH2Cl2). Run at time 1 hour. Starting materials: C1(CCC(N1OC(CCCCCNC1=C(C=C(C=C1)[N+](=O)[O-])[N+](=O)[O-])=O)=O)=O (6-(2,4-dinitrophenyl)aminohexanoic acid succinimidyl ester), C(C)(C)N(CC)C(C)C (diisopropylethylamine), [OH-].[Na+] (NaOH), C(CN)N (ethylenediamine), C(C)(C)(C)OC(NCCC(=O)NCCC(=O)NCCCN(S(=O)(=O)C1=C(C=CC=C1)[N+](=O)[O-])[C@@H]1CC2=CC[C@H]3[C@@H]4CC[C@H]([C@@H](CCCC(C)C)C)[C@]4(CC[C@@H]3[C@]2(CC1)C)C)=O (tert-butyl-3-({3-[(3-{(3β)-cholest-5-en-3-yl[(2-nitrophenyl)sulfonyl]amino}propyl)amino]-3-oxopropyl}amino)-3-oxopropylcarbamate), FC(C(=O)O)(F)F (trifluoroacetic acid), primary amine. Yields the product CC(C)CCC[C@@H](C)[C@H]1CC[C@H]2[C@@H]3CC=C4C[C@H](CC[C@]4(C)[C@H]3CC[C@]12C)N(CCCNC(CCNC(CCNC(CCCCCNC1=C(C=C(C=C1)[N+](=O)[O-])[N+](=O)[O-])=O)=O)=O)S(=O)(=O)C1=C(C=CC=C1)[N+](=O)[O-] (N-[3-({3-[(3-{(3β)-cholest-5-en-3-yl[(2-nitrophenyl)sulfonyl]amino}propyl)amino]-3-oxopropyl}amino)-3-oxopropyl]-6-[(2,4-dinitrophenyl)amino]hexanamide).